From a dataset of the Open Reaction Database (ORD), a public repository of structured organic reaction records. describe an organic reaction: reactants, conditions, products, and yield Reactants: COC(C=P(C1=CC=CC=C1)(C1=CC=CC=C1)C1=CC=CC=C1)=O (methyl(triphenylphosphoranylidene)acetate), C(=O)C1=CC=C(C(=O)O)C=C1 (4-formylbenzoic acid), C([O-])(O)=O.[Na+] (sodium bicarbonate). The solvent is O1CCCC1 (tetrahydrofuran). Run at time 1 hour. Yields the product C(=O)(O)C1=CC=C(C=CC(=O)OC)C=C1 (methyl 4-carboxycinnamate). The yield is 88.1%. As a reaction SMILES: [CH:1]([C:3]1[CH:11]=[CH:10][C:6]([C:7]([OH:9])=[O:8])=[CH:5][CH:4]=1)=O.[CH3:12][O:13][C:14](=[O:35])[CH:15]=P(C1C=CC=CC=1)(C1C=CC=CC=1)C1C=CC=CC=1.C(=O)(O)[O-].[Na+]>O1CCCC1>[C:7]([C:6]1[CH:10]=[CH:11][C:3]([CH:1]=[CH:15][C:14]([O:13][CH3:12])=[O:35])=[CH:4][CH:5]=1)([OH:9])=[O:8] |f:2.3|. Procedure details: To a suspension of 4-formylbenzoic acid (1.00 g) in dry tetrahydrofuran (15 ml) was added methyl(triphenylphosphoranylidene)acetate (2.50 g) at ambient temperature under nitrogen atmosphere. The reaction mixture was stirred for 1 hour at the same temperature, poured into aqueous sodium bicarbonate solution, and washed with ethyl acetate. 1N-Hydrochloric acid was added to the aqueous layer until the layer was adjusted to pH 2. The aqueous layer was extracted with ethyl acetate. The organic layer ... Procedure: To a mixture of cis4-(tert-butyldimethylsilyloxy)-N-benzyloxycarbonyl-D-proline (21.87 g), benzoin (12.25 g), and 4-dimethylaminopyridine (7.04 g) in CH2Cl2 (200 mL) was added 1-ethyl-3-(3′-dimethylaminopropyl)carbodiimide (10.52 mL) at 5° C., and the mixture was stirred at room temperature for 20 hours. The reaction mixture was evaporated, and the residue was dissolved in EtOAc (250 mL), washed with 1N HCl (150 mL), water, saturated sodium hydrogen carbonate solution, water and brine, dried (Mg... As a reaction SMILES: [Si:1]([O:8][C@H:9]1[CH2:13][N:12]([C:14]([O:16][CH2:17][C:18]2[CH:23]=[CH:22][CH:21]=[CH:20][CH:19]=2)=[O:15])[C@@H:11]([C:24]([OH:26])=[O:25])[CH2:10]1)([C:4]([CH3:7])([CH3:6])[CH3:5])([CH3:3])[CH3:2].[C:27]1([C:33]([CH:35]([C:37]2[CH:42]=[CH:41][CH:40]=[CH:39][CH:38]=2)O)=[O:34])[CH:32]=[CH:31][CH:30]=[CH:29][CH:28]=1.C(N=C=NCCCN(C)C)C>CN(C)C1C=CN=CC=1.C(Cl)Cl>[O:34]=[C:33]([C:27]1[CH:32]=[CH:31][CH:30]=[CH:29][CH:28]=1)[CH:35]([O:25][C:24](=[O:26])[C@H:11]1[CH2:10][C@@H:9]([O:8][Si:1]([C:4]([CH3:7])([CH3:6])[CH3:5])([CH3:3])[CH3:2])[CH2:13][N:12]1[C:14]([O:16][CH2:17][C:18]1[CH:19]=[CH:20][CH:21]=[CH:22][CH:23]=1)=[O:15])[C:37]1[CH:42]=[CH:41][CH:40]=[CH:39][CH:38]=1. Yields the product O=C(C(C1=CC=CC=C1)OC([C@@H]1N(C[C@@H](C1)O[Si](C)(C)C(C)(C)C)C(=O)OCC1=CC=CC=C1)=O)C1=CC=CC=C1 (cis4-(tert-butyldimethylsilyloxy)-N-benzyloxycarbonyl-D-proline 2-oxo-1,2-diphenylethyl ester). The yield is 65.4%. The reactants are [Si](C)(C)(C(C)(C)C)O[C@@H]1C[C@@H](N(C1)C(=O)OCC1=CC=CC=C1)C(=O)O (cis4-(tert-butyldimethylsilyloxy)-N-benzyloxycarbonyl-D-proline), C1(=CC=CC=C1)C(=O)C(O)C1=CC=CC=C1 (benzoin), C(C)N=C=NCCCN(C)C (1-ethyl-3-(3′-dimethylaminopropyl)carbodiimide). Solvent: C(Cl)Cl (CH2Cl2). Conditions: time 20 hour. The reagents and catalysts are CN(C1=CC=NC=C1)C (4-dimethylaminopyridine). The reactants are COC(=O)CCc1ccc(NCc2cccc(-c3c(C)cccc3C)c2)nc1, CO, Cl, [Na+], C1CCOC1, [OH-], O. The product is Cc1cccc(C)c1-c1cccc(CNc2ccc(CCC(=O)O)cn2)c1. RXN SMILES: [CH3:1][c:2]1[c:3](-[c:9]2[cH:10][c:11]([CH2:15][NH:16][c:17]3[cH:18][cH:19][c:20]([CH2:23][CH2:24][C:25](=[O:26])[O:27][CH3:28])[cH:21][n:22]3)[cH:12][cH:13][cH:14]2)[c:4]([CH3:8])[cH:5][cH:6][cH:7]1.[CH3:33][OH:34].[ClH:32].[Na+:30].[O:35]1[CH2:36][CH2:37][CH2:38][CH2:39]1.[OH-:29].[OH2:31]>>[CH3:1][c:2]1[c:3](-[c:9]2[cH:10][c:11]([CH2:15][NH:16][c:17]3[cH:18][cH:19][c:20]([CH2:23][CH2:24][C:25](=[O:26])[OH:27])[cH:21][n:22]3)[cH:12][cH:13][cH:14]2)[c:4]([CH3:8])[cH:5][cH:6][cH:7]1. Reactants: ClCC=CC=1C=C2CCC(NC2=CC1)=O (6-(3-chloro-1-propenyl)-3,4-dihydrocarbostyril), C(C1=CC=CC=C1)N1CCNCC1 (4-benzylpiperazine), [Cl-].[Na+] (sodium chloride), C(O)([O-])=O.[Na+] (sodium hydrogencarbonate). Solvent: CN(C=O)C (dimethylformamide), C(C)N(CC)CC (triethylamine). Reaction conditions: temperature 50 celsius, time 3 hour. Yields the product C(C1=CC=CC=C1)N1CCN(CC1)CC=CC=1C=C2CCC(NC2=CC1)=O (6-[3-(4-benzylpiperazinyl)-1-propenyl]-3,4-dihydrocarbostyril). As a reaction SMILES: Cl[CH2:2][CH:3]=[CH:4][C:5]1[CH:6]=[C:7]2[C:12](=[CH:13][CH:14]=1)[NH:11][C:10](=[O:15])[CH2:9][CH2:8]2.[CH2:16]([N:23]1[CH2:28][CH2:27][NH:26][CH2:25][CH2:24]1)[C:17]1[CH:22]=[CH:21][CH:20]=[CH:19][CH:18]=1.[Cl-].[Na+].C(=O)([O-])O.[Na+]>CN(C)C=O.C(N(CC)CC)C>[CH2:16]([N:23]1[CH2:28][CH2:27][N:26]([CH2:2][CH:3]=[CH:4][C:5]2[CH:6]=[C:7]3[C:12](=[CH:13][CH:14]=2)[NH:11][C:10](=[O:15])[CH2:9][CH2:8]3)[CH2:25][CH2:24]1)[C:17]1[CH:18]=[CH:19][CH:20]=[CH:21][CH:22]=1 |f:2.3,4.5|. Reported procedure: 2.3 Grams of 6-(3-chloro-1-propenyl)-3,4-dihydrocarbostyril, 2.0 g of 4-benzylpiperazine and 2.0 ml of triethylamine were mixed in 50 ml of dimethylformamide and the mixture was stirred at 50° C. for 3 hours. The reaction mixture was poured into a mixture of 50 ml of a saturated sodium chloride aqueous solution with 50 ml of 5% of sodium hydrogencarbonate aqueous solution, and the organic layer was extracted with chloroform. The chloroform layer was washed with water and dried, then chloroform w... Yields the product N1(CCCC2=CC=CC=C12)S(=O)(=O)C1=CC=C(C(=O)NC2=C(C=CC=C2)OC)C=C1 (4-(3,4-dihydroquinolin-1(2H)-ylsulfonyl)-N-(2-methoxyphenyl)benzamide). Reaction SMILES: [N:1]1([S:11]([C:14]2[CH:22]=[CH:21][C:17]([C:18]([OH:20])=O)=[CH:16][CH:15]=2)(=[O:13])=[O:12])[C:10]2[C:5](=[CH:6][CH:7]=[CH:8][CH:9]=2)[CH2:4][CH2:3][CH2:2]1.[CH3:23][O:24][C:25]1[CH:31]=[CH:30][CH:29]=[CH:28][C:26]=1[NH2:27]>>[N:1]1([S:11]([C:14]2[CH:15]=[CH:16][C:17]([C:18]([NH:27][C:26]3[CH:28]=[CH:29][CH:30]=[CH:31][C:25]=3[O:24][CH3:23])=[O:20])=[CH:21][CH:22]=2)(=[O:12])=[O:13])[C:10]2[C:5](=[CH:6][CH:7]=[CH:8][CH:9]=2)[CH2:4][CH2:3][CH2:2]1. Starting materials: N1(CCCC2=CC=CC=C12)S(=O)(=O)C1=CC=C(C(=O)O)C=C1 (4-(3,4-dihydroquinolin-1(2H)-ylsulfonyl)benzoic acid), COC1=C(N)C=CC=C1 (2-methoxyaniline). Procedure: 4-(3,4-dihydroquinolin-1(2H)-ylsulfonyl)benzoic acid (20) (100 mg, 0.32 mmol) was treated with 2-methoxyaniline (30 mg, 0.24 mmol) using method B. The residue was purified using flash chromatography eluting with 0-20% EtOAc in hexanes. The resulting solid was triturated with dichloromethane/hexanes to give 4-(3,4-dihydroquinolin-1(2H)-ylsulfonyl)-N-(2-methoxyphenyl)benzamide as a white solid. Yield: 39 mg (38%). 1H-NMR: 9.75 (s, 1H), 8.05 (d, J=8.5 Hz, 2H), 7.73 (d, J=8.5 Hz, 2H), 7.69-7.61 (m, ... The reactants are CC(=O)O, O=C(c1ccc(Cl)cc1)c1cccc(C(C(=O)O)C(=O)O)c1[N+](=O)[O-], O=S(=O)(O)O. Yields the product O=C(O)Cc1cccc(C(=O)c2ccc(Cl)cc2)c1[N+](=O)[O-]. RXN SMILES: [CH3:31][C:32](=[O:33])[OH:34].[Cl:1][c:2]1[cH:3][cH:4][c:5]([C:6](=[O:7])[c:8]2[c:9]([N+:21](=[O:22])[O-:23])[c:10]([CH:14]([C:15](=[O:16])[OH:17])[C:18]([OH:19])=[O:20])[cH:11][cH:12][cH:13]2)[cH:24][cH:25]1.[S:26](=[O:27])(=[O:28])([OH:29])[OH:30]>>[Cl:1][c:2]1[cH:3][cH:4][c:5]([C:6](=[O:7])[c:8]2[c:9]([N+:21](=[O:22])[O-:23])[c:10]([CH2:14][C:15](=[O:16])[OH:17])[cH:11][cH:12][cH:13]2)[cH:24][cH:25]1.